From a dataset of the Open Reaction Database (ORD), a public repository of structured organic reaction records. describe an organic reaction: reactants, conditions, products, and yield Starting materials: FC1=CC=C(C=C1)CC1=CN=C2C(=C(C(N(C2=C1)C)=O)C(=O)OCC)O (ethyl 7-[(4-fluorophenyl)methyl]-4-hydroxy-1-methyl-2-oxo-1,2-dihydro-1,5-naphthyridine-3-carboxylate), NCCNC(=S)NC (N-(2-aminoethyl)-N′-methylthiourea). Yields the product FC1=CC=C(C=C1)CC1=CN=C2C(=C(C(N(C2=C1)C)=O)C(=O)NCCNC(=S)NC)O (7-[(4-fluorophenyl)methyl]-4-hydroxy-1-methyl-N-(2-{[(methylamino)carbonothioyl]amino}ethyl)-2-oxo-1,2-dihydro-1,5-naphthyridine-3-carboxamide). Isolated yield 32.2%. As a reaction SMILES: [F:1][C:2]1[CH:7]=[CH:6][C:5]([CH2:8][C:9]2[CH:18]=[C:17]3[C:12]([C:13]([OH:26])=[C:14]([C:21]([O:23]CC)=O)[C:15](=[O:20])[N:16]3[CH3:19])=[N:11][CH:10]=2)=[CH:4][CH:3]=1.[NH2:27][CH2:28][CH2:29][NH:30][C:31]([NH:33][CH3:34])=[S:32]>>[F:1][C:2]1[CH:3]=[CH:4][C:5]([CH2:8][C:9]2[CH:18]=[C:17]3[C:12]([C:13]([OH:26])=[C:14]([C:21]([NH:27][CH2:28][CH2:29][NH:30][C:31]([NH:33][CH3:34])=[S:32])=[O:23])[C:15](=[O:20])[N:16]3[CH3:19])=[N:11][CH:10]=2)=[CH:6][CH:7]=1. Reported procedure: In a similar manner to that described in example 196, from ethyl 7-[(4-fluorophenyl)methyl]-4-hydroxy-1-methyl-2-oxo-1,2-dihydro-1,5-naphthyridine-3-carboxylate (10 mg, 0.028 mmol) described in example 92 and N-(2-aminoethyl)-N′-methylthiourea (48 mg, 0.364 mmol), was prepared 7-[(4-fluorophenyl)methyl]-4-hydroxy-1-methyl-N-(2-{[(methylamino)carbonothioyl]amino}ethyl)-2-oxo-1,2-dihydro-1,5-naphthyridine-3-carboxamide(4 mg, 33% yield) as a white solid after purification by reverse phase HPLC. 1H ... The reactants are Cl (hydrogen chloride), O1CCOCC1 (dioxane), NC=1C=C(C=C(C1)Cl)O (3-Amino-5-chlorophenol), solution, Cl (hydrogen chloride), ClC=1C2=C(N=CN1)SC1=C2CCN(C1)C(=O)OC(C)(C)C (tert-Butyl 4-chloro-5,8-dihydropyrido[4′,3′:4,5]thieno[2,3-d]pyrimidine-7(6H)-carboxylate). Reagents/catalysts: O1CCOCC1 (dioxane). The solvent is CC(C)O (2-propanol). Conditions: temperature 80 celsius. Product: Cl.ClC=1C=C(C=C(C1)NC=1C2=C(N=CN1)SC1=C2CCNC1)O (3-Chloro-5-(5,6,7,8-tetrahydropyrido[4′,3′:4,5]thieno[2,3-d]pyrimidin-4-ylamino)phenol hydrochloride). Yield: 98.8%. Reaction SMILES: [Cl:1][C:2]1[C:3]2[C:10]3[CH2:11][CH2:12][N:13](C(OC(C)(C)C)=O)[CH2:14][C:9]=3[S:8][C:4]=2[N:5]=[CH:6][N:7]=1.[NH2:22][C:23]1[CH:24]=[C:25]([OH:30])[CH:26]=[C:27]([Cl:29])[CH:28]=1.Cl.O1CCOCC1>CC(O)C.O1CCOCC1>[ClH:1].[Cl:29][C:27]1[CH:26]=[C:25]([OH:30])[CH:24]=[C:23]([NH:22][C:2]2[C:3]3[C:10]4[CH2:11][CH2:12][NH:13][CH2:14][C:9]=4[S:8][C:4]=3[N:5]=[CH:6][N:7]=2)[CH:28]=1 |f:6.7|. Reported procedure: tert-Butyl 4-chloro-5,8-dihydropyrido[4′,3′:4,5]thieno[2,3-d]pyrimidine-7(6H)-carboxylate from Example 11A (3.24 g, 9.95 mmol) was dissolved in 2-propanol (40 mL). 3-Amino-5-chlorophenol (1.50 g, 10.4 mmol) from Example 64A and a 4 M solution of gaseous hydrogen chloride in dioxane (124 μL, 0.50 mmol) were added, and the mixture was heated to 80° C. for 20 h. Subsequently, further hydrogen chloride in dioxane (5.0 mL, 20 mmol) was added, and the mixture was heated for additional 3 h. The resulti... Starting materials: C(O)([O-])=O.[Na+] (sodium hydrogen carbonate), BrCC(=O)NCC1=CC=C(C=C1)OC (2-bromo-N-(4-methoxybenzyl)acetamide), C([O-])([O-])=O.[K+].[K+] (potassium carbonate), ClC=1C(=C(C=CC1)NS(=O)(=O)C1=CC=C(C=C1)F)C (N-(3-chloro-2-methylphenyl)-4-fluorobenzenesulfonamide). Solvent: CN(C)C=O (DMF). Conditions: time 8 hour. The product is ClC=1C(=C(C=CC1)N(CC(=O)NCC1=CC=C(C=C1)OC)S(=O)(=O)C1=CC=C(C=C1)F)C (N2-(3-chloro-2-methylphenyl)-N-(4-methoxybenzyl)-N2-[(4-fluorophenyl)sulfonyl]glycinamide). Isolated yield 65.2%. RXN SMILES: [Cl:1][C:2]1[C:3]([CH3:19])=[C:4]([NH:8][S:9]([C:12]2[CH:17]=[CH:16][C:15]([F:18])=[CH:14][CH:13]=2)(=[O:11])=[O:10])[CH:5]=[CH:6][CH:7]=1.Br[CH2:21][C:22]([NH:24][CH2:25][C:26]1[CH:31]=[CH:30][C:29]([O:32][CH3:33])=[CH:28][CH:27]=1)=[O:23].C(=O)([O-])[O-].[K+].[K+].C(=O)([O-])O.[Na+]>CN(C=O)C>[Cl:1][C:2]1[C:3]([CH3:19])=[C:4]([N:8]([S:9]([C:12]2[CH:17]=[CH:16][C:15]([F:18])=[CH:14][CH:13]=2)(=[O:10])=[O:11])[CH2:21][C:22]([NH:24][CH2:25][C:26]2[CH:27]=[CH:28][C:29]([O:32][CH3:33])=[CH:30][CH:31]=2)=[O:23])[CH:5]=[CH:6][CH:7]=1 |f:2.3.4,5.6|. Procedure: 449 mg of N-(3-chloro-2-methylphenyl)-4-fluorobenzenesulfonamide was dissolved in 3.00 mL of DMF, and 387 mg of 2-bromo-N-(4-methoxybenzyl)acetamide and 207 mg of potassium carbonate were added thereto, followed by stirring at room temperature overnight. To the reaction liquid was added an aqueous sodium hydrogen carbonate solution, followed by extraction with chloroform, and the organic layer was washed with brine, and then dried over anhydrous sodium sulfate. The solvent was evaporated under r...